The task is: describe an organic reaction: reactants, conditions, products, and yield. This data is from the Open Reaction Database (ORD), a public repository of structured organic reaction records. Reactants: Cl.C1(=CC=CC=C1)C1(CCNCC1)C1=CC=CC=C1 (4,4-diphenylpiperidine hydrochloride), C(C)(=O)C1=C(NC(=C(C1C1=CC(=CC=C1)[N+](=O)[O-])C(=O)OC(C)(C)C)C)OCOCCCl (3-acetyl-5-tert-butoxycarbonyl-2-(2-chloro-1-ethoxy)methoxy-1,4-dihydro-6-methyl-4-(3-nitrophenyl)-pyridine), [I-].[Na+] (sodium iodide), compound B, compound B. Run in C(C)OCC (diethyl ether). The product is Cl.C(C)(=O)C1=C(NC(=C(C1C1=CC(=CC=C1)[N+](=O)[O-])C(=O)OC(C)(C)C)C)COCCN1CCC(CC1)(C1=CC=CC=C1)C1=CC=CC=C1 (3-Acetyl-5-tert-butoxycarbonyl-1,4-dihydro-2-[2-(4,4-diphenyl-1-piperidinyl) -1-ethoxy]methyl-6-methyl-4-(3-nitrophenyl)-pyridine hydrochloride). Reaction SMILES: [C:1]([C:4]1[CH:9]([C:10]2[CH:15]=[CH:14][CH:13]=[C:12]([N+:16]([O-:18])=[O:17])[CH:11]=2)[C:8]([C:19]([O:21][C:22]([CH3:25])([CH3:24])[CH3:23])=[O:20])=[C:7]([CH3:26])[NH:6][C:5]=1OCOCC[Cl:32])(=[O:3])[CH3:2].[I-].[Na+].Cl.[C:36]1([C:42]2([C:48]3[CH:53]=[CH:52][CH:51]=[CH:50][CH:49]=3)[CH2:47][CH2:46][NH:45][CH2:44][CH2:43]2)[CH:41]=[CH:40][CH:39]=[CH:38][CH:37]=1>C(OCC)C>[ClH:32].[C:1]([C:4]1[CH:9]([C:10]2[CH:15]=[CH:14][CH:13]=[C:12]([N+:16]([O-:18])=[O:17])[CH:11]=2)[C:8]([C:19]([O:21][C:22]([CH3:25])([CH3:23])[CH3:24])=[O:20])=[C:7]([CH3:26])[NH:6][C:5]=1[CH2:22][O:21][CH2:19][CH2:8][N:45]1[CH2:44][CH2:43][C:42]([C:48]2[CH:53]=[CH:52][CH:51]=[CH:50][CH:49]=2)([C:36]2[CH:37]=[CH:38][CH:39]=[CH:40][CH:41]=2)[CH2:47][CH2:46]1)(=[O:3])[CH3:2] |f:1.2,3.4,6.7|. Procedure details: 8.5 g (19 mmol) 3-acetyl-5-tert-butoxycarbonyl-2-(2-chloro-1-ethoxy)methoxy-1,4-dihydro-6-methyl-4-(3-nitrophenyl)-pyridine are reacted first with 5.6 g (38 mmol) sodium iodide, as described for starting compound B, and then with 10.3 g (36 mmol) 4,4-diphenylpiperidine hydrochloride. Working up is carried out as described for starting compound B. The crude product is chromatographed with toluene/acetone=9/1. The product thus obtained is taken up in 50 ml diethyl ether. The title compound is prec... Reactants: [Cl-].[Li+] (lithium chloride), [O-2].[Mg+2] (magnesium oxide), BrC=1C(=C(C=CC1)CO)F ((3-bromo-2-fluorophenyl)methanol), FC(C(=O)[O-])(F)F.[Tl+] (thallium trifluoroacetate), C(=O)(C(F)(F)F)O (TFA). The reagents and catalysts are [Pd](Cl)Cl (palladium chloride). Solvent: CO (MeOH), CCOC(=O)C (EtOAc). Run at time 16 hour. Yields the product BrC1=C(C2=C(C(OC2)=O)C=C1)F (5-bromo-4-fluoro-2-benzofuran-1(3H)-one). RXN SMILES: [Br:1][C:2]1[C:3]([F:10])=[C:4]([CH2:8][OH:9])[CH:5]=[CH:6][CH:7]=1.FC(F)(F)[C:13]([O-])=[O:14].[Tl+].C(O)(C(F)(F)F)=O.[Cl-].[Li+].[O-2].[Mg+2]>[Pd](Cl)Cl.CCOC(C)=O.CO>[Br:1][C:2]1[CH:7]=[CH:6][C:5]2[C:13](=[O:14])[O:9][CH2:8][C:4]=2[C:3]=1[F:10] |f:1.2,4.5,6.7|. Reported procedure: To a flask charged with (3-bromo-2-fluorophenyl)methanol (840 mg, 4.1 mmol) and a stir bar was added added thallium trifluoroacetate (2.3 g, 4.3 mmol) and TFA (4.0 mL) at 0° C. The mixture was allowed to stir for 16 hours. LC showed no SM left at that point. The volatiles were removed under reduced pressure, and the residue was dissolved in DCM and concentrated twice to affect azeotropic removal of all TFA. After pumping the residue under high vacuum for 20 minutes, palladium chloride (73 mg, 0.... Starting materials: CC(C)(C)OC(=O)N1CCC(O)C1C(=O)O, C1CCOC1, C[Si](C)(C)Cl. The product is CC(C)(C)OC(=O)N1CCC(O)C1CO. RXN SMILES: [C:6]([CH3:7])([CH3:8])([CH3:9])[O:10][C:11](=[O:12])[N:13]1[CH:14]([C:19](=[O:20])[OH:21])[CH:15]([OH:18])[CH2:16][CH2:17]1.[CH2:22]1[O:23][CH2:24][CH2:25][CH2:26]1.[CH3:1][Si:2]([Cl:3])([CH3:4])[CH3:5]>>[C:6]([CH3:7])([CH3:8])([CH3:9])[O:10][C:11](=[O:12])[N:13]1[CH:14]([CH2:19][OH:20])[CH:15]([OH:18])[CH2:16][CH2:17]1. Starting materials: CC1=C(SC(=N1)C)/C=C/C(=O)N(C)C (3-dimethylamino-1-(2,4-dimethyl-thiazol-5-yl)-propenone), [N+](=O)(O)[O-].CN1CCN(CC1)C1=CC=C(C=C1)NC(=N)N (N-[4-(4-methyl-piperazin-1-yl)-phenyl]-guanidine nitrate). The product is CC=1SC(=C(N1)C)C1=NC(=NC=C1)NC1=CC=C(C=C1)N1CCN(CC1)C ([4-(2,4-Dimethyl-thiazol-5-yl)-pyrimidin-2-yl]-[4-(4-methyl-piperazin-1-yl)-phenyl]-amine). Reaction SMILES: [CH3:1][C:2]1[N:6]=[C:5]([CH3:7])[S:4][C:3]=1/[CH:8]=[CH:9]/[C:10](N(C)C)=O.[N+]([O-])(O)=O.[CH3:19][N:20]1[CH2:25][CH2:24][N:23]([C:26]2[CH:31]=[CH:30][C:29]([NH:32][C:33]([NH2:35])=[NH:34])=[CH:28][CH:27]=2)[CH2:22][CH2:21]1>>[CH3:7][C:5]1[S:4][C:3]([C:8]2[CH:9]=[CH:10][N:35]=[C:33]([NH:32][C:29]3[CH:28]=[CH:27][C:26]([N:23]4[CH2:24][CH2:25][N:20]([CH3:19])[CH2:21][CH2:22]4)=[CH:31][CH:30]=3)[N:34]=2)=[C:2]([CH3:1])[N:6]=1 |f:1.2|. Procedure: By condensation between 3-dimethylamino-1-(2,4-dimethyl-thiazol-5-yl)-propenone and N-[4-(4-methyl-piperazin-1-yl)-phenyl]-guanidine nitrate. Light yellow solid. 1H-NMR (CDCl3) δ: 2.37 (s, 3H, CH3), 2.61 (m, 4H, CH2), 2.69 (s, 3H, CH3), 2.70 (s, 3H, CH3), 3.20 (m, 4H, CH2), 6.88 (d, 1H, J=5.1 Hz, pyrimidinyl-H), 6.94 (s, 1H, NH), 6.96 (d, 2H, J=8.8 Hz, Ph-H), 7.51 (d, 2H, J=8.8 Hz, Ph-H), 8.38 (d, 1H, J=5.1 Hz, pyrimidinyl-H). Starting materials: S(=O)(=O)(Cl)Cl.C1=CC=CC2=CC=CC=C12 (naphthalene Sulfuryl chloride), C1(=CC=CC2=CC=CC=C12)COCSC (methylthiomethyl 1-naphthylmethyl ether), CSCl (methanesulfenyl chloride). Run in ClCCl (dichloromethane), ClCCl (dichloromethane). Product: ClCOCC1=CC=CC2=CC=CC=C12 (1-(Chloromethyloxymethyl)naphthalene). Reaction SMILES: S(Cl)(Cl)(=O)=O.C1C2C(=CC=CC=2)C=CC=1.[C:16]1([CH2:26][O:27][CH2:28]SC)[C:25]2[C:20](=[CH:21][CH:22]=[CH:23][CH:24]=2)[CH:19]=[CH:18][CH:17]=1.CS[Cl:33]>ClCCl>[Cl:33][CH2:28][O:27][CH2:26][C:16]1[C:25]2[C:20](=[CH:21][CH:22]=[CH:23][CH:24]=2)[CH:19]=[CH:18][CH:17]=1 |f:0.1|. Procedure: 1-Chloromethyloxymethyl)naphthalene Sulfuryl chloride (12 mmol) in dry dichloromethane (20 mmol) was added dropwise with stirring to a solution of methylthiomethyl 1-naphthylmethyl ether (12 mmol) in dry dichloromethane (40 ml) at room temperature. After stirring for 30 min the solvent and methanesulfenyl chloride formed in the reaction were distilled off at reduced pressure. The residual material was used for alkylation without further purification. 1H NMR (CDCl3): δ5.13 (CH2), 5.47 (CH2Cl), 7....